Task: describe an organic reaction: reactants, conditions, products, and yield. Dataset: the Open Reaction Database (ORD), a public repository of structured organic reaction records Starting materials: CCCC1(C)CC(=O)N(CCCCBr)C(=O)C1, Cl, c1ccc2c(N3CCNCC3)nsc2c1. Product: CCCC1(C)CC(=O)N(CCCCN2CCN(c3nsc4ccccc34)CC2)C(=O)C1, Cl. Reaction SMILES: [Br:1][CH2:2][CH2:3][CH2:4][CH2:5][N:6]1[C:7](=[O:17])[CH2:8][C:9]([CH2:13][CH2:14][CH3:15])([CH3:16])[CH2:10][C:11]1=[O:12].[ClH:33].[N:18]1([c:24]2[n:25][s:26][c:27]3[c:28]2[cH:29][cH:30][cH:31][cH:32]3)[CH2:19][CH2:20][NH:21][CH2:22][CH2:23]1>>[CH2:2]([CH2:3][CH2:4][CH2:5][N:6]1[C:7](=[O:17])[CH2:8][C:9]([CH2:13][CH2:14][CH3:15])([CH3:16])[CH2:10][C:11]1=[O:12])[N:21]1[CH2:20][CH2:19][N:18]([c:24]2[n:25][s:26][c:27]3[c:28]2[cH:29][cH:30][cH:31][cH:32]3)[CH2:23][CH2:22]1.[ClH:33]. Reactants: C1(=CC=C(C=C1)C1CC(CC(C1)=O)=O)C (5-p-tolyl-cyclohexane-1,3-dione), COC(N(C)C)OC (N,N-dimethylformamide dimethylacetal), ClC1=CC=C(C=C1)C1CC(C(C(C1)=O)=CN(C)C)=O (5-(4-chloro-phenyl)-2-dimethylaminomethylene-cyclohexane-1,3-dione). Conditions: time 16 hour. Yields the product CN(C)C=C1C(CC(CC1=O)C1=CC=C(C=C1)C)=O (2-Dimethylaminomethylene-5-p-tolyl-cyclohexane-1,3-dione). As a reaction SMILES: [C:1]1([CH3:15])[CH:6]=[CH:5][C:4]([CH:7]2[CH2:12][C:11](=[O:13])[CH2:10][C:9](=[O:14])[CH2:8]2)=[CH:3][CH:2]=1.CO[CH:18](OC)[N:19]([CH3:21])[CH3:20].ClC1C=CC(C2CC(=O)C(=CN(C)C)C(=O)C2)=CC=1>>[CH3:18][N:19]([CH:21]=[C:10]1[C:9](=[O:14])[CH2:8][CH:7]([C:4]2[CH:3]=[CH:2][C:1]([CH3:15])=[CH:6][CH:5]=2)[CH2:12][C:11]1=[O:13])[CH3:20]. Procedure: The title compound was prepared from 5-p-tolyl-cyclohexane-1,3-dione (1.0 g, 4.85 mmol), example 1/c, and N,N-dimethylformamide dimethylacetal (5 ml), following the procedure described for 5-(4-chloro-phenyl)-2-dimethylaminomethylene-cyclohexane-1,3-dione (example 2/a stage 1) except that the reaction was stirred at ambient temperature for 16 h. The reactants are CC(=O)OCSc1nnnn1C, CC(C)OC(=O)NNC(=O)OC(C)C. Yields the product CC(C)OC(=O)N=NC(=O)OC(C)C. Reaction SMILES: [CH3:15][n:16]1[c:17]([S:18][CH2:19][O:20][C:21](=[O:22])[CH3:23])[n:24][n:25][n:26]1.[CH:1]([CH3:2])([CH3:3])[O:4][C:5](=[O:6])[NH:7][NH:8][C:9](=[O:10])[O:11][CH:12]([CH3:13])[CH3:14]>>[CH:1]([CH3:2])([CH3:3])[O:4][C:5](=[O:6])[N:7]=[N:8][C:9](=[O:10])[O:11][CH:12]([CH3:13])[CH3:14]. Starting materials: CCO, COCCN(C)CC#N. Product: COCCN(C)CCN. RXN SMILES: [CH3:10][CH2:11][OH:12].[CH3:1][O:2][CH2:3][CH2:4][N:5]([CH3:6])[CH2:7][C:8]#[N:9]>>[CH3:1][O:2][CH2:3][CH2:4][N:5]([CH3:6])[CH2:7][CH2:8][NH2:9]. The reactants are CCc1cc(C#N)ccc1N=C=S, [Cl-], CC(C)C[NH2+]C(CCl)Cc1ccc(O)cc1. Product: CCc1cc(C#N)ccc1N=C1SCC(Cc2ccc(O)cc2)N1CC(C)C, Cl. As a reaction SMILES: [CH2:1]([CH3:2])[c:3]1[c:4]([N:11]=[C:12]=[S:13])[cH:5][cH:6][c:7]([C:9]#[N:10])[cH:8]1.[Cl-:14].[OH:15][c:16]1[cH:17][cH:18][c:19]([CH2:22][CH:23]([CH2:24][Cl:25])[NH2+:26][CH2:27][CH:28]([CH3:29])[CH3:30])[cH:20][cH:21]1>>[CH2:1]([CH3:2])[c:3]1[c:4]([N:11]=[C:12]2[S:13][CH2:24][CH:23]([CH2:22][c:19]3[cH:18][cH:17][c:16]([OH:15])[cH:21][cH:20]3)[N:26]2[CH2:27][CH:28]([CH3:29])[CH3:30])[cH:5][cH:6][c:7]([C:9]#[N:10])[cH:8]1.[ClH:25].